This data is from the Open Reaction Database (ORD), a public repository of structured organic reaction records. The task is: describe an organic reaction: reactants, conditions, products, and yield Starting materials: NC1=C(C=CC=C1)NS(=O)(=O)C1=CC2=C(S1)C=CC=C2 (benzo[b]thiophene-2-sulfonic acid (2-amino-phenyl)-amide), CS(=O)(=O)C=1C=CC(=C(C1)S(=O)(=O)Cl)OC (5-methanesulfonyl-2-methoxybenzenesulfonyl chloride). Solvent: C(Cl)Cl (DCM), N1=CC=CC=C1 (pyridine), C(Cl)Cl (DCM). Reaction conditions: time 8 hour. The product is CS(=O)(=O)C1=CC(=C(C=C1)S(=O)(=O)NC1=C(C=CC=C1)NS(=O)(=O)C1=CC2=C(S1)C=CC=C2)OC (benzo[b]thiophene-2-sulfonic acid [2-(4-methanesulfonyl-2-methoxy-benzenesulfonylamino)phenyl]-amide). Yield: 119.4%. As a reaction SMILES: [NH2:1][C:2]1[CH:7]=[CH:6][CH:5]=[CH:4][C:3]=1[NH:8][S:9]([C:12]1[S:16][C:15]2[CH:17]=[CH:18][CH:19]=[CH:20][C:14]=2[CH:13]=1)(=[O:11])=[O:10].CS([C:25]1[CH:26]=[CH:27][C:28]([O:35][CH3:36])=[C:29]([S:31](Cl)(=[O:33])=[O:32])[CH:30]=1)(=O)=O>C(Cl)Cl.N1C=CC=CC=1>[CH3:12][S:9]([C:26]1[CH:25]=[CH:30][C:29]([S:31]([NH:1][C:2]2[CH:7]=[CH:6][CH:5]=[CH:4][C:3]=2[NH:8][S:9]([C:12]2[S:16][C:15]3[CH:17]=[CH:18][CH:19]=[CH:20][C:14]=3[CH:13]=2)(=[O:11])=[O:10])(=[O:32])=[O:33])=[C:28]([O:35][CH3:36])[CH:27]=1)(=[O:11])=[O:10]. Procedure details: To a solution of benzo[b]thiophene-2-sulfonic acid (2-amino-phenyl)-amide (1 mmol, prepared as in Example 1) in DCM (2 mL) and pyridine (2 mL), 5-methanesulfonyl-2-methoxybenzenesulfonyl chloride (1.1 mmol) was added at RT and the reaction mixture was then allowed to stir at RT overnight. The reaction mixture was then diluted with DCM (10 mL). The organic phase was washed with 10% aqueous HCl (10 mL), water (10 mL) and brine (10 mL). The organic phase was dried over anhydrous sodium sulfate and ... Reactants: Cc1ccc(S(=O)(=O)N2CCNCC2=O)c([N+](=O)[O-])c1, Cl, Cc1cn(CC(=O)O)c(=O)[nH]c1=O. Yields the product Cc1ccc(S(=O)(=O)N2CCN(C(=O)Cn3cc(C)c(=O)[nH]c3=O)CC2=O)c([N+](=O)[O-])c1. RXN SMILES: [CH3:1][c:2]1[cH:3][c:4]([N+:18](=[O:19])[O-:20])[c:5]([S:8](=[O:9])(=[O:10])[N:11]2[C:12](=[O:17])[CH2:13][NH:14][CH2:15][CH2:16]2)[cH:6][cH:7]1.[ClH:21].[n:22]1([CH2:31][C:32](=[O:33])[OH:34])[c:23](=[O:24])[nH:25][c:26](=[O:27])[c:28]([CH3:29])[cH:30]1>>[CH3:1][c:2]1[cH:3][c:4]([N+:18](=[O:19])[O-:20])[c:5]([S:8](=[O:9])(=[O:10])[N:11]2[C:12](=[O:17])[CH2:13][N:14]([C:32]([CH2:31][n:22]3[c:23](=[O:24])[nH:25][c:26](=[O:27])[c:28]([CH3:29])[cH:30]3)=[O:33])[CH2:15][CH2:16]2)[cH:6][cH:7]1.